This data is from the Open Reaction Database (ORD), a public repository of structured organic reaction records. The task is: describe an organic reaction: reactants, conditions, products, and yield The reactants are CN(C(OCC1=CC=CC=C1)=O)[C@@H]1CNCC1 (benzyl N-methyl-(S)-pyrrolidin-3-ylcarbamate), CN(C(OCC1=CC=CC=C1)=O)[C@@H]1CNCC1 (benzyl N-methyl-(S)-pyrrolidin-3-ylcarbamate), ICC (iodoethane), C([O-])([O-])=O.[K+].[K+] (potassium carbonate). The solvent is C(C)#N (acetonitrile). Conditions: time 4 hour. Product: C(C)N1C[C@H](CC1)N(C(OCC1=CC=CC=C1)=O)C (benzyl N—((S)-1-ethylpyrrolidin-3-yl)-N-methylcarbamate). The yield is 47.9%. RXN SMILES: [CH3:1][N:2]([C@H:13]1[CH2:17][CH2:16][NH:15][CH2:14]1)[C:3](=[O:12])[O:4][CH2:5][C:6]1[CH:11]=[CH:10][CH:9]=[CH:8][CH:7]=1.I[CH2:19][CH3:20].C(=O)([O-])[O-].[K+].[K+]>C(#N)C>[CH2:19]([N:15]1[CH2:16][CH2:17][C@H:13]([N:2]([CH3:1])[C:3](=[O:12])[O:4][CH2:5][C:6]2[CH:11]=[CH:10][CH:9]=[CH:8][CH:7]=2)[CH2:14]1)[CH3:20] |f:2.3.4|. Procedure: A mixture of benzyl N-methyl-(S)-pyrrolidin-3-ylcarbamate (Intermediate 129, 1.28 g), iodoethane (0.853 g), and potassium carbonate (1.51 g) in acetonitrile (12 mL) was stirred at room temperature for 4 hours. The mixture was evaporated in vacuo and the residue was basified with 5M sodium hydroxide and filtered through a phase separator. The filtrate was concentrated in vacuo and the residue was purified by chromatography on silica, eluting with a mixture of methanol and DCM with a gradient of 0... The reactants are Cl.NCC(=O)N (glycinamide hydrochloride), C([O-])([O-])=O.[Na+].[Na+] (sodium carbonate), ClCC(CC(=O)OC)O (methyl 4-chloro-3-hydroxybutyrate). Run in C(C)O (ethanol). Yields the product C1C(CN(C1=O)CC(=O)N)O (oxiracetam). Isolated yield 75.0%. Reaction SMILES: Cl.[NH2:2][CH2:3][C:4]([NH2:6])=[O:5].C(=O)([O-])[O-].[Na+].[Na+].Cl[CH2:14][CH:15]([OH:21])[CH2:16][C:17](OC)=[O:18]>C(O)C>[CH2:16]1[C:17](=[O:18])[N:2]([CH2:3][C:4]([NH2:6])=[O:5])[CH2:14][CH:15]1[OH:21] |f:0.1,2.3.4|. Procedure: In 10 ml of ethanol, 1.11 g (10 m.moles) of glycinamide hydrochloride, 1.06 g (10 m.moles) of sodium carbonate, and 1.53 g (10 m.moles) of methyl 4-chloro-3-hydroxybutyrate were stirred and refluxed simultaneously for 20 hours. After completion of the reaction, the warm reaction mixture was filtered to expel inorganic salts. The filtrate was analyzed by gas chromatography (Fluoxylate-K 1% Uniport HP 100/120, column length 0.5 m and column temperature 220° C., RT 2.8 min) (hereinafter referred to... The reactants are FC1=C(C(=CC=C1)F)C1C(NC(O1)=O)=O (5-(2,6-Difluorophenyl)oxazolidine-2,4-dione), CC(C)([O-])C.[K+] (potassium tert-butoxide), CS(=O)C (dimethylsulfoxide). Solvent: CO (Methanol). Run at temperature 155 celsius. Product: FC1=C(C(=CC=C1)OC)C1C(NC(O1)=O)=O (5-(2-Fluoro-6-methoxyphenyl)oxazolidine-2,4-dione). Reaction SMILES: F[C:2]1[CH:7]=[CH:6][CH:5]=[C:4]([F:8])[C:3]=1[CH:9]1[O:13][C:12](=[O:14])[NH:11][C:10]1=[O:15].CS(C)=O.C[C:21](C)([O-:23])C.[K+]>CO>[F:8][C:4]1[CH:5]=[CH:6][CH:7]=[C:2]([O:23][CH3:21])[C:3]=1[CH:9]1[O:13][C:12](=[O:14])[NH:11][C:10]1=[O:15] |f:2.3|. Reported procedure: 5-(2,6-Difluorophenyl)oxazolidine-2,4-dione (2.0 g., 9.4 mmoles) was dissolved in 50 ml. of dimethylsulfoxide. Methanol (5 ml.) and then potassium tert-butoxide (2.11 g., 18.8 mmoles) were then added and the reaction mixture heated in an oil bath maintained at 155° C. for 4 hours. The reaction mixture was cooled to room temperature, poured into 200 ml. of 1 N hydrochloric acid and extracted with three portions of ethyl acetate. The combined organic extracts were washed with water and then brine,... Reactants: ClC=1C=CC2=C(NC(CC(C2=O)=CN(C)C)=O)C1 (8-chloro-4-((dimethylamino)methylene)-3,4-dihydro-1H-benzo[b]azepine-2,5-dione), N(C(=N)N)C=1C=C(C(=O)O)C=CC1 (3-guanidino-benzoic acid). Product: ClC=1C=CC2=C(NC(CC3=C2N=C(N=C3)NC=3C=C(C(=O)O)C=CC3)=O)C1 (3-(9-Chloro-6-oxo-6,7-dihydro-5H-benzo[b]pyrimido[4,5-d]azepin-2-ylamino)-benzoic acid). As a reaction SMILES: [Cl:1][C:2]1[CH:3]=[CH:4][C:5]2[C:11](=O)[C:10](=[CH:13]N(C)C)[CH2:9][C:8](=[O:17])[NH:7][C:6]=2[CH:18]=1.[NH:19]([C:23]1[CH:24]=[C:25]([CH:29]=[CH:30][CH:31]=1)[C:26]([OH:28])=[O:27])[C:20]([NH2:22])=[NH:21]>>[Cl:1][C:2]1[CH:3]=[CH:4][C:5]2[C:11]3[N:21]=[C:20]([NH:19][C:23]4[CH:24]=[C:25]([CH:29]=[CH:30][CH:31]=4)[C:26]([OH:28])=[O:27])[N:22]=[CH:13][C:10]=3[CH2:9][C:8](=[O:17])[NH:7][C:6]=2[CH:18]=1. Procedure details: In a manner similar to method I, 8-chloro-4-((dimethylamino)methylene)-3,4-dihydro-1H-benzo[b]azepine-2,5-dione (v-j) and 3-guanidino-benzoic acid were converted to I-62-a (72%): MS m/z=381 (M+H).